The task is: describe an organic reaction: reactants, conditions, products, and yield. This data is from the Open Reaction Database (ORD), a public repository of structured organic reaction records. Starting materials: ClC1=CC=C(C=C1)C=1C=CC(=NC1)C#CC=1C=CC(=C(C=O)C1)OCCN1CCC(CC1)C (5-[5-(4-chlorophenyl)pyridin-2-ylethynyl]-2-[2-(4-methylpiperidin-1-yl)ethoxy]benzaldehyde), NO (hydroxylamine). Product: ClC1=CC=C(C=C1)C=1C=CC(=NC1)C#CC=1C=CC(=C(C=NO)C1)OCCN1CCC(CC1)C (5-[5-(4-chlorophenyl)pyridin-2-ylethynyl]-2-[2-(4-methylpiperidin-1-yl)ethoxy]benzaldehydeoxime). RXN SMILES: [Cl:1][C:2]1[CH:7]=[CH:6][C:5]([C:8]2[CH:9]=[CH:10][C:11]([C:14]#[C:15][C:16]3[CH:17]=[CH:18][C:19]([O:24][CH2:25][CH2:26][N:27]4[CH2:32][CH2:31][CH:30]([CH3:33])[CH2:29][CH2:28]4)=[C:20]([CH:23]=3)[CH:21]=O)=[N:12][CH:13]=2)=[CH:4][CH:3]=1.[NH2:34][OH:35]>>[Cl:1][C:2]1[CH:7]=[CH:6][C:5]([C:8]2[CH:9]=[CH:10][C:11]([C:14]#[C:15][C:16]3[CH:17]=[CH:18][C:19]([O:24][CH2:25][CH2:26][N:27]4[CH2:28][CH2:29][CH:30]([CH3:33])[CH2:31][CH2:32]4)=[C:20]([CH:23]=3)[CH:21]=[N:34][OH:35])=[N:12][CH:13]=2)=[CH:4][CH:3]=1. Procedure details: The product was obtained analogously to Example 14.1d starting from 5-[5-(4-chlorophenyl)pyridin-2-ylethynyl]-2-[2-(4-methylpiperidin-1-yl)ethoxy]benzaldehyde (Example 14.1c) and hydroxylamine. Yield: 40 mg (46% of theoretical); C28H28ClN3O2 (M=473.994); calc.: molpeak (M+H)+: 474/476 (Cl); found: molpeak (M+H)+: 474/476 (Cl); HPLC-MS: 5.68 minutes (method A). Reactants: BrC1=CC(=C(C=O)C=C1)C(F)(F)F (4-bromo-2-(trifluoromethyl)benzaldehyde), [Cu]C#N (copper(I) cyanide), O (water), C(C)OCC (diethyl ether). Run in CN1C(CCC1)=O (N-methylpyrrolidin-2-one). Run at temperature 200 celsius, time 3 hour. The product is C(=O)C1=C(C=C(C#N)C=C1)C(F)(F)F (4-formyl-3-(trifluoromethyl)benzonitrile). Isolated yield 38.8%. RXN SMILES: Br[C:2]1[CH:9]=[CH:8][C:5]([CH:6]=[O:7])=[C:4]([C:10]([F:13])([F:12])[F:11])[CH:3]=1.[Cu][C:15]#[N:16].O.C(OCC)C>CN1CCCC1=O>[CH:6]([C:5]1[CH:8]=[CH:9][C:2]([C:15]#[N:16])=[CH:3][C:4]=1[C:10]([F:13])([F:12])[F:11])=[O:7]. Procedure details: To a solution of 4-bromo-2-(trifluoromethyl)benzaldehyde (2.0 g) in N-methylpyrrolidin-2-one (39.5 mL) was added copper(I) cyanide (1.42 g). The reaction mixture was stirred at 200° C. for 3 hr, allowed to cool to room temperature, poured into water, and diethyl ether was added. The insoluble material was removed by filtration through celite. The organic layer of the filtrate was separated, washed with water and saturated brine, and dried over anhydrous magnesium sulfate, and the solvent was eva...